From a dataset of the Open Reaction Database (ORD), a public repository of structured organic reaction records. describe an organic reaction: reactants, conditions, products, and yield Starting materials: BrCCCOCCOCCCOc1ccccc1, CCOC(C)=O, NCc1ccccc1. Product: c1ccc(CNCCCOCCOCCCOc2ccccc2)cc1. Reaction SMILES: [Br:1][CH2:2][CH2:3][CH2:4][O:5][CH2:6][CH2:7][O:8][CH2:9][CH2:10][CH2:11][O:12][c:13]1[cH:14][cH:15][cH:16][cH:17][cH:18]1.[CH3:27][CH2:28][O:29][C:30](=[O:31])[CH3:32].[NH2:19][CH2:20][c:21]1[cH:22][cH:23][cH:24][cH:25][cH:26]1>>[CH2:2]([CH2:3][CH2:4][O:5][CH2:6][CH2:7][O:8][CH2:9][CH2:10][CH2:11][O:12][c:13]1[cH:14][cH:15][cH:16][cH:17][cH:18]1)[NH:19][CH2:20][c:21]1[cH:22][cH:23][cH:24][cH:25][cH:26]1.